Dataset: the Open Reaction Database (ORD), a public repository of structured organic reaction records. Task: describe an organic reaction: reactants, conditions, products, and yield The reactants are ICC1CCC2(OCCO2)CC1 (8-iodomethyl-1,4-dioxa-spiro[4.5]decane), C1(=CC=CC=C1)P(C1=CC=CC=C1)C1=CC=CC=C1 (triphenylphosphine). The solvent is C(C)#N (acetonitrile). Run at time 2 day. Product: [I-].O1CCOC12CCC(CC2)C[P+](C2=CC=CC=C2)(C2=CC=CC=C2)C2=CC=CC=C2 ((1,4-dioxa-spiro[4.5]dec-8-ylmethyl)triphenylphosphoniumiodide). Reaction SMILES: [I:1][CH2:2][CH:3]1[CH2:12][CH2:11][C:6]2([O:10][CH2:9][CH2:8][O:7]2)[CH2:5][CH2:4]1.[C:13]1([P:19]([C:26]2[CH:31]=[CH:30][CH:29]=[CH:28][CH:27]=2)[C:20]2[CH:25]=[CH:24][CH:23]=[CH:22][CH:21]=2)[CH:18]=[CH:17][CH:16]=[CH:15][CH:14]=1>C(#N)C>[I-:1].[O:10]1[C:6]2([CH2:11][CH2:12][CH:3]([CH2:2][P+:19]([C:20]3[CH:21]=[CH:22][CH:23]=[CH:24][CH:25]=3)([C:26]3[CH:31]=[CH:30][CH:29]=[CH:28][CH:27]=3)[C:13]3[CH:14]=[CH:15][CH:16]=[CH:17][CH:18]=3)[CH2:4][CH2:5]2)[O:7][CH2:8][CH2:9]1 |f:3.4|. Procedure details: 5.54 g of 8-iodomethyl-1,4-dioxa-spiro[4.5]decane and 5.15 g of triphenylphosphine are dissolved in 32 ml of acetonitrile and heated at the boil under reflux for 12 hours. The mixture is stirred at room temperature for two days and then concentrated under reduced pressure to a volume of about 15 ml, and 30 ml of diethyl ether are added. With vigorous stirring in an ice-bath, a precipitate begins to form. The precipitate is filtered off with suction and dried under reduced pressure. This gives 3.... Starting materials: CCC1(CC(=O)OC)OCCc2c1[nH]c1c(CCOCc3ccccc3)c(F)ccc21, CC(=O)O, CO. The product is CCC1(CC(=O)OC)OCCc2c1[nH]c1c(CCO)c(F)ccc21. As a reaction SMILES: [CH3:1][O:2][C:3]([CH2:4][C:5]1([CH2:29][CH3:30])[O:6][CH2:7][CH2:8][c:9]2[c:10]1[nH:11][c:12]1[c:13]([CH2:19][CH2:20][O:21][CH2:22][c:23]3[cH:24][cH:25][cH:26][cH:27][cH:28]3)[c:14]([F:18])[cH:15][cH:16][c:17]21)=[O:31].[CH3:32][C:33](=[O:34])[OH:35].[CH3:36][OH:37]>>[CH3:1][O:2][C:3]([CH2:4][C:5]1([CH2:29][CH3:30])[O:6][CH2:7][CH2:8][c:9]2[c:10]1[nH:11][c:12]1[c:13]([CH2:19][CH2:20][OH:21])[c:14]([F:18])[cH:15][cH:16][c:17]21)=[O:31]. Starting materials: CCOC(=O)c1ccc(CBr)cc1, CCOP(OCC)OCC, O=Cc1ccco1, [H-], [Na+], C1CCOC1. The product is CCOC(=O)c1ccc(C=Cc2ccco2)cc1. Reaction SMILES: [Br:3][CH2:4][c:5]1[cH:6][cH:7][c:8]([C:9](=[O:10])[O:11][CH2:12][CH3:13])[cH:14][cH:15]1.[CH2:16]([O:17][P:18]([O:19][CH2:20][CH3:21])[O:22][CH2:23][CH3:24])[CH3:25].[CH:26]([c:27]1[cH:28][cH:29][cH:30][o:31]1)=[O:32].[H-:1].[Na+:2].[O:33]1[CH2:34][CH2:35][CH2:36][CH2:37]1>>[CH:4]([c:5]1[cH:6][cH:7][c:8]([C:9](=[O:10])[O:11][CH2:12][CH3:13])[cH:14][cH:15]1)=[CH:26][c:27]1[cH:28][cH:29][cH:30][o:31]1. The reactants are COC(=O)[C@@H]1[C@@H](CCCC1)N ((1S,2R)-2-amino-cyclohexanecarboxylic acid methyl ester), FC1=CC=C(C=O)C=C1 (4-fluorobenzaldehyde), C(C)(=O)O (acetic acid), C(#N)[BH3-].[Na+] (sodium cyanoborohydride). Solvent: CO (methanol). Conditions: temperature 25 celsius, time 19 hour. Product: crude product, COC(=O)[C@@H]1[C@@H](CCCC1)NCC1=CC=C(C=C1)F ((1S,2R)-2-(4-fluoro-benzylamino)-cyclohexanecarboxylic acid methyl ester). RXN SMILES: [CH3:1][O:2][C:3]([C@H:5]1[CH2:10][CH2:9][CH2:8][CH2:7][C@H:6]1[NH2:11])=[O:4].[F:12][C:13]1[CH:20]=[CH:19][C:16]([CH:17]=O)=[CH:15][CH:14]=1.C(O)(=O)C.C([BH3-])#N.[Na+]>CO>[CH3:1][O:2][C:3]([C@H:5]1[CH2:10][CH2:9][CH2:8][CH2:7][C@H:6]1[NH:11][CH2:17][C:16]1[CH:19]=[CH:20][C:13]([F:12])=[CH:14][CH:15]=1)=[O:4] |f:3.4|. Procedure details: The crude (1S,2R)-2-amino-cyclohexanecarboxylic acid methyl ester (4.97 mmol) was dissolved in methanol (15 mL) at 25° C. and 4-fluorobenzaldehyde (0.533 mL, 4.97 mmol), glacial acetic acid (1 mL) and sodium cyanoborohydride (0.781 g, 12.4 mmol) were added sequentially. The reaction mixture was stirred at 25° C. for 19 h, and then was partitioned between saturated sodium bicarbonate solution (150 mL) and ethyl acetate (2×150 mL). The combined organic layers were dried over sodium sulfate, decant... Starting materials: C1(CCCC1)N1C2=C(C3=C1N=C(N=C3)NC3=NC=C(C=C3)N3CCNCC3)C=CN=C2 (9-Cyclopentyl-N-(5-(1-piperazinyl)-2-pyridinyl)-9H-pyrido[4′,3′:4,5]pyrrolo[2,3-d]pyrimidin-2-amine), C(C)(C)N(C(C)C)CC (N,N-diisopropylethylamine), C(C)(=O)OCC(=O)Cl (acetoxyacetyl chloride). The solvent is CN(C)C=O (DMF). Reaction conditions: time 1 hour. Product: C(C)(=O)OCC(=O)N1CCN(CC1)C=1C=NC(=CC1)NC=1N=CC2=C(N1)N(C1=C2C=CN=C1)C1CCCC1 (2-(4-(6-((9-Cyclopentyl-9H-pyrido[4′,3′:4,5]pyrrolo[2,3-d]pyrimidin-2-yl)amino)-3-pyridinyl)-1-piperazinyl)-2-oxoethyl acetate). As a reaction SMILES: [CH:1]1([N:6]2[C:10]3[N:11]=[C:12]([NH:15][C:16]4[CH:21]=[CH:20][C:19]([N:22]5[CH2:27][CH2:26][NH:25][CH2:24][CH2:23]5)=[CH:18][N:17]=4)[N:13]=[CH:14][C:9]=3[C:8]3[CH:28]=[CH:29][N:30]=[CH:31][C:7]2=3)[CH2:5][CH2:4][CH2:3][CH2:2]1.C(N(CC)C(C)C)(C)C.[C:41]([O:44][CH2:45][C:46](Cl)=[O:47])(=[O:43])[CH3:42]>CN(C=O)C>[C:41]([O:44][CH2:45][C:46]([N:25]1[CH2:26][CH2:27][N:22]([C:19]2[CH:18]=[N:17][C:16]([NH:15][C:12]3[N:13]=[CH:14][C:9]4[C:8]5[CH:28]=[CH:29][N:30]=[CH:31][C:7]=5[N:6]([CH:1]5[CH2:2][CH2:3][CH2:4][CH2:5]5)[C:10]=4[N:11]=3)=[CH:21][CH:20]=2)[CH2:23][CH2:24]1)=[O:47])(=[O:43])[CH3:42]. Procedure details: To a solution of compound 7 (207 mg, 0.50 mmol) in DMF (5 mL) were added N,N-diisopropylethylamine (174 uL, 1.0 mmol) and acetoxyacetyl chloride (65 uL, 0.60 mmol) and the resulted mixture was stirred at room temperature for 1 hr. The reaction mixture was concentrated to give compound 189 as a yellow solid which was used in next step without further purification. LCMS-ESI (POS), M/Z, M+1: Found 514.2, Calculated 514.2. The reactants are [Cl-].NC1=[N+](C=CC=N1)COC1=C(C=CC=C1)Br (2-amino-1-[(o-bromophenoxy)-methyl]pyrimidinium chloride), C([O-])([O-])=O.[K+].[K+] (potassium carbonate), copper bronze. Run in C(CC)O (n-propanol). Product: N1=CC=CN2COC3=C(N=C21)C=CC=C3 (6H-Pyrimido[1,2-c] [1,3,5]benzoxadiazepine). The yield is 60.2%. As a reaction SMILES: [Cl-].[NH2:2][C:3]1[N:8]=[CH:7][CH:6]=[CH:5][N+:4]=1[CH2:9][O:10][C:11]1[CH:16]=[CH:15][CH:14]=[CH:13][C:12]=1Br.C(=O)([O-])[O-].[K+].[K+]>C(O)CC>[N:8]1[C:3]2[N:4]([CH2:9][O:10][C:11]3[CH:16]=[CH:15][CH:14]=[CH:13][C:12]=3[N:2]=2)[CH:5]=[CH:6][CH:7]=1 |f:0.1,2.3.4|. Reported procedure: A mixture of 9.5 g of 2-amino-1-[(o-bromophenoxy)-methyl]pyrimidinium chloride, 8.3 g of potassium carbonate, and 0.4 g of copper-bronze in 150 ml of n-propanol, under N2, is heated under reflux for about 7 days while stirring. The mixture is filtered hot and the deep yellow filtrate is concentrated to dryness. The residue is dissolved in 400 ml of ether, the ether solution is washed, dried and the solvent removed to give about 6.4 g of the crude yellow product. This is recrystallized from cyclo... The reactants are CC(=CCCC(=O)OC)CCCC(CCCC(C)C)C (methyl 5,9,13-trimethyltetradec-4-enoate), O=C1C(O)=C(O)[C@H](O1)[C@@H](O)CO (ascorbic acid), O (water). Run in S(O)(O)(=O)=O (sulfuric acid). Reaction conditions: time 24 hour. The product is CC(=CCCC(=O)OC=1C(=O)O[C@@H](C1O)[C@@H](O)CO)CCCC(CCCC(C)C)C (mono-O-(5,9,13-trimethyltetradec-4-enoyl)ascorbic acid). RXN SMILES: [O:1]=[C:2]1[O:8][C@H:7]([C@H:9]([CH2:11][OH:12])[OH:10])[C:5]([OH:6])=[C:3]1[OH:4].[CH3:13][C:14]([CH2:22][CH2:23][CH2:24][CH:25]([CH3:32])[CH2:26][CH2:27][CH2:28][CH:29]([CH3:31])[CH3:30])=[CH:15][CH2:16][CH2:17][C:18](OC)=[O:19].O>S(=O)(=O)(O)O>[CH3:13][C:14]([CH2:22][CH2:23][CH2:24][CH:25]([CH3:32])[CH2:26][CH2:27][CH2:28][CH:29]([CH3:31])[CH3:30])=[CH:15][CH2:16][CH2:17][C:18]([O:4][C:3]1[C:2]([O:8][C@H:7]([C@H:9]([CH2:11][OH:12])[OH:10])[C:5]=1[OH:6])=[O:1])=[O:19]. Reported procedure: 0.62 g (3.5 mmol) of ascorbic acid was dissolved in concentrated sulfuric acid (16 mL). After addition of 1.0 g (3.5 mmol) of methyl 5,9,13-trimethyltetradec-4-enoate, the mixture was stirred for 24 hours at room temperature. The reaction mixture was poured into iced water, and extracted with ethyl acetate. The extract was washed with water, 1M hydrochloric acid, saturated sodium bicarbonate aqueous solution, and saturated brine, successively, and dried over anhydrous sodium sulfate. After filtr... Reactants: CCSC1=CCC2C3CCC4=CC(=O)C=CC4(C)C3(F)C(O)CC12C, ClC(Cl)Cl, ClCCl, S. The product is CCSC1(S)CCC2C3CCC4=CC(=O)C=CC4(C)C3(F)C(O)CC21C. Reaction SMILES: [CH2:1]([CH3:2])[S:3][C:4]1=[CH:9][CH2:8][CH:7]2[C:5]1([CH3:6])[CH2:22][CH:21]([OH:23])[C:20]1([F:24])[CH:10]2[CH2:11][CH2:12][C:13]2=[CH:14][C:15](=[O:25])[CH:16]=[CH:17][C:18]21[CH3:19].[CH:30]([Cl:31])([Cl:32])[Cl:33].[Cl:27][CH2:28][Cl:29].[SH2:26]>>[CH2:1]([CH3:2])[S:3][C:4]1([SH:26])[C:5]2([CH3:6])[CH:7]([CH2:8][CH2:9]1)[CH:10]1[CH2:11][CH2:12][C:13]3=[CH:14][C:15](=[O:25])[CH:16]=[CH:17][C:18]3([CH3:19])[C:20]1([F:24])[CH:21]([OH:23])[CH2:22]2. Reactants: Cl.[N+](=O)([O-])C=1C=C(C=CC1)C=1N=C(SC1)N (4-(3-nitro-phenyl)-thiazol-2-ylamine hydrochloride), C1(=CC=C(C=C1)S(=O)(=O)Cl)C (p-toluenesulfonyl chloride), Cl (hydrochloric acid). Solvent: N1=CC=CC=C1 (pyridine). Conditions: time 30 minute. The product is CC1=CC=C(C=C1)S(=O)(=O)NC=1SC=C(N1)C1=CC(=CC=C1)[N+](=O)[O-] (4-methyl-N-[4-(3-nitro-phenyl)-thiazol-2-yl]-benzenesulfonamide). The yield is 48.0%. RXN SMILES: Cl.[N+:2]([C:5]1[CH:6]=[C:7]([C:11]2[N:12]=[C:13]([NH2:16])[S:14][CH:15]=2)[CH:8]=[CH:9][CH:10]=1)([O-:4])=[O:3].[C:17]1([CH3:27])[CH:22]=[CH:21][C:20]([S:23](Cl)(=[O:25])=[O:24])=[CH:19][CH:18]=1.Cl>N1C=CC=CC=1>[CH3:27][C:17]1[CH:22]=[CH:21][C:20]([S:23]([NH:16][C:13]2[S:14][CH:15]=[C:11]([C:7]3[CH:8]=[CH:9][CH:10]=[C:5]([N+:2]([O-:4])=[O:3])[CH:6]=3)[N:12]=2)(=[O:25])=[O:24])=[CH:19][CH:18]=1 |f:0.1|. Reported procedure: A mixture of 0.5 g of 4-(3-nitro-phenyl)-thiazol-2-ylamine hydrochloride with 0.42 g of p-toluenesulfonyl chloride was stirred overnight with 2 ml of pyridine. The resulting, red colored suspension was poured into 50 ml of 1N hydrochloric acid and the solid which thereby separated was filtered off and dissolved in a mixture of 10 ml of ethanol and 10 ml of 2N sodium hydroxide solution. After the addition of 0.4 g of active charcoal the mixture was stirred at room temperature for 30 minutes and s...